Task: describe an organic reaction: reactants, conditions, products, and yield. Dataset: the Open Reaction Database (ORD), a public repository of structured organic reaction records Reactants: Grignard reagent, [Mg] (magnesium), ClC=1SC(=CC1)Cl (2,5-dichlorothiophene), C1(CCCCC1)=O (cyclohexanone), Cl (hydrochloric acid). Run in C1=CC=CC=C1 (benzene), C1CCOC1 (THF), C1CCOC1 (THF), O (water). The product is ClC1=CC=C(S1)C1(CCCCC1)O (1-(5-chloro-2-thienyl)cyclohexanol), oil. The yield is 81.2%. As a reaction SMILES: [Mg].[Cl:2][C:3]1[S:4][C:5](Cl)=[CH:6][CH:7]=1.[C:9]1(=[O:15])[CH2:14][CH2:13][CH2:12][CH2:11][CH2:10]1.Cl>C1COCC1.C1C=CC=CC=1.O>[Cl:2][C:3]1[S:4][C:5]([C:9]2([OH:15])[CH2:14][CH2:13][CH2:12][CH2:11][CH2:10]2)=[CH:6][CH:7]=1. Reported procedure: To a Grignard reagent prepared from magnesium (26.7 g), 2,5-dichlorothiophene (16.83 g) and anhydrous THF (70 ml) was added dropwise in small portions a solution of cyclohexanone (XIa) (9.815 g) in anhydrous THF (30 ml) with stirring under ice-cooling in nitrogen atmosphere. The mixture was made to react at room temperature for 3 hours and after addition of water and acidification with 5% hydrochloric acid, extracted with chloroform. The extract was washed with water, dried and evaporated. The r... The reagents and catalysts are CN(C)C=1C=CN=CC1 (DMAP). Reaction conditions: time 16 hour. Run in CN(C)C=O (DMF). Yield: 79.5%. Reported procedure: A solution of 2-hydroxy-9H-xanthene 3 (2.63 g, 13.28 mmole) in DMF (15 ml) was added imidazole (1.36 g, 19.9 mmole), t-butyldimethylsilyl chloride (2.4 g, 15.92 mmole) and DMAP (15 mg) successively at room temperature. The mixture was allowed to stir overnight (16 hrs) and quenched with saturated NaHCO3 solution. The aqueous layer was extracted two times with 10% EtOAc-hexanes. The combined organic layers were washed with water, dried over anhydrous Na2SO4 and concentrated. The light orange oily... As a reaction SMILES: [OH:1][C:2]1[CH:15]=[CH:14][C:13]2[O:12][C:11]3[C:6](=[CH:7][CH:8]=[CH:9][CH:10]=3)[CH2:5][C:4]=2[CH:3]=1.N1C=CN=C1.[Si:21](Cl)([C:24]([CH3:27])([CH3:26])[CH3:25])([CH3:23])[CH3:22]>CN(C=O)C.CN(C1C=CN=CC=1)C>[O:1]([C:2]1[CH:15]=[CH:14][C:13]2[O:12][C:11]3[C:6](=[CH:7][CH:8]=[CH:9][CH:10]=3)[CH2:5][C:4]=2[CH:3]=1)[Si:21]([C:24]([CH3:27])([CH3:26])[CH3:25])([CH3:23])[CH3:22]. Yields the product O([Si](C)(C)C(C)(C)C)C1=CC=2CC3=CC=CC=C3OC2C=C1 (2-tert-Butyldimethylsiloxy-9H-xanthene). The reactants are OC1=CC=2CC3=CC=CC=C3OC2C=C1 (2-Hydroxy-9H-xanthene), N1C=NC=C1 (imidazole), [Si](C)(C)(C(C)(C)C)Cl (t-butyldimethylsilyl chloride). Starting materials: C1(=CC=CC=C1)B(O)O (phenylboronic acid), BrC1=COC=C1 (3-bromofuran), [O-]P(=O)([O-])[O-].[K+].[K+].[K+] (K3PO4). The reagents and catalysts are C=1C=CC(=CC1)[P](C=2C=CC=CC2)(C=3C=CC=CC3)[Pd]([P](C=4C=CC=CC4)(C=5C=CC=CC5)C=6C=CC=CC6)([P](C=7C=CC=CC7)(C=8C=CC=CC8)C=9C=CC=CC9)[P](C=1C=CC=CC1)(C=1C=CC=CC1)C=1C=CC=CC1 (Pd(PPh3)4). The solvent is O1CCOCC1 (dioxane), O (water). Run at temperature 90 celsius, time 2 hour. Product: C1(=CC=CC=C1)C1=COC=C1 (3-phenylfuran). Isolated yield 93.8%. RXN SMILES: [C:1]1(B(O)O)[CH:6]=[CH:5][CH:4]=[CH:3][CH:2]=1.Br[C:11]1[CH:15]=[CH:14][O:13][CH:12]=1.[O-]P([O-])([O-])=O.[K+].[K+].[K+]>O1CCOCC1.O.C1C=CC([P]([Pd]([P](C2C=CC=CC=2)(C2C=CC=CC=2)C2C=CC=CC=2)([P](C2C=CC=CC=2)(C2C=CC=CC=2)C2C=CC=CC=2)[P](C2C=CC=CC=2)(C2C=CC=CC=2)C2C=CC=CC=2)(C2C=CC=CC=2)C2C=CC=CC=2)=CC=1>[C:1]1([C:11]2[CH:15]=[CH:14][O:13][CH:12]=2)[CH:6]=[CH:5][CH:4]=[CH:3][CH:2]=1 |f:2.3.4.5,^1:34,36,55,74|. Procedure: To a solution of phenylboronic acid (15 g, 123.02 mmol) in dioxane (150.0 mL) and water (3.0 mL) was added 3-bromofuran (16.3 g, 110.91 mmol), K3PO4 (43 g, 202.57 mmol) and Pd(PPh3)4 (6.0 g, 5.19 mmol) with stirring for 2 h at 90° C. in an oil bath maintained with an inert atmosphere of nitrogen. The reaction mixture was concentrated under reduced pressure to give the residue, which was purified by silica gel column chromatography eluting with 1% ethyl acetate in petroleum ether to afford 3-phen... Starting materials: CC1=NOC(=C1C1=CC(=C(NC)C(=C1)[N+](=O)[O-])I)C (4-(3,5-dimethylisoxazol-4-yl)-2-iodo-N-methyl-6-nitroaniline), CCO (EtOH), [Sn](Cl)Cl (tin (II) chloride). The solvent is [OH-].[Na+] (NaOH). Conditions: temperature 110 celsius. Yields the product CC1=NOC(=C1C=1C=C(C(=C(C1)I)NC)N)C (4-(3,5-dimethylisoxazol-4-yl)-6-iodo-N1-methylbenzene-1,2-diamine). RXN SMILES: [CH3:1][C:2]1[C:6]([C:7]2[CH:14]=[C:13]([N+:15]([O-])=O)[C:10]([NH:11][CH3:12])=[C:9]([I:18])[CH:8]=2)=[C:5]([CH3:19])[O:4][N:3]=1.CCO.[Sn](Cl)Cl>[OH-].[Na+]>[CH3:1][C:2]1[C:6]([C:7]2[CH:14]=[C:13]([NH2:15])[C:10]([NH:11][CH3:12])=[C:9]([I:18])[CH:8]=2)=[C:5]([CH3:19])[O:4][N:3]=1 |f:3.4|. Reported procedure: Into a microwave vial containing 4-(3,5-dimethylisoxazol-4-yl)-2-iodo-N-methyl-6-nitroaniline (610 mg, 1.64 mmol, 1 equiv) is added EtOH (12 mL, 0.25M) and tin (II) chloride (622 mg, 3.28 mmol, 2 equiv). The reaction was heated for 30 min at 110° C. The reaction was then stirred in 2N NaOH solution for 20 minutes before being partitioned between water and ethyl acetate. The organic layer was washed with brine and dried over sodium sulfate. Purification was carried out by flash column chromatogra... Product: CC(C(OCOC(=O)C=1N2C(C(C2C(C1SC1COC(C1)COC(=O)N)C)C(C)O)=O)=O)(C)C (3-[[5-[[(Aminocarbonyl)oxy]methyl]tetrahydro-3-furanyl]thio]-6-(1-hydroxyethyl)-4-methyl-7-oxo-1-azabicyclo[3.2.0]hept-2-ene-2-carboxylic acid (2,2-Dimethyl-1-oxopropoxy)methyl Ester). Procedure: The title compound is prepared by the procedure of Example 407 using 0.460 g of product from Example 21, 0.24 ml of chloromethyl pivalate, 0.189 g of sodium bicarbonate and 0.252 g of sodium iodide to give after chromatography 0.32 g of the desired product. The reactants are [Na+].NC(=O)OCC1CC(CO1)SC1=C(N2C(C(C2C1C)C(C)O)=O)C(=O)[O-] (3-[[5-[[(Aminocarbonyl)oxy]methyl]tetrahydro-3-furanyl]thio]-6-(1-hydroxyethyl)-4-methyl-7-oxo-1-azabicyclo[3.2.0]hept-2-ene-2-carboxylic acid monosodium salt), C(C(C)(C)C)(=O)OCCl (chloromethyl pivalate), C([O-])(O)=O.[Na+] (sodium bicarbonate), [I-].[Na+] (sodium iodide). RXN SMILES: [Na+].[NH2:2][C:3]([O:5][CH2:6][CH:7]1[O:11][CH2:10][CH:9]([S:12][C:13]2[CH:19]([CH3:20])[CH:18]3[N:15]([C:16](=[O:24])[CH:17]3[CH:21]([OH:23])[CH3:22])[C:14]=2[C:25]([O-:27])=[O:26])[CH2:8]1)=[O:4].[C:28]([O:34][CH2:35]Cl)(=[O:33])[C:29]([CH3:32])([CH3:31])[CH3:30].C(=O)(O)[O-].[Na+].[I-].[Na+]>>[CH3:30][C:29]([CH3:32])([CH3:31])[C:28](=[O:33])[O:34][CH2:35][O:26][C:25]([C:14]1[N:15]2[CH:18]([CH:19]([CH3:20])[C:13]=1[S:12][CH:9]1[CH2:8][CH:7]([CH2:6][O:5][C:3]([NH2:2])=[O:4])[O:11][CH2:10]1)[CH:17]([CH:21]([OH:23])[CH3:22])[C:16]2=[O:24])=[O:27] |f:0.1,3.4,5.6|.